This data is from the Open Reaction Database (ORD), a public repository of structured organic reaction records. The task is: describe an organic reaction: reactants, conditions, products, and yield Reactants: C(C)(=O)O (acetic acid), O (water), CC(=O)C1=C(C=C(C=C1)OC)F (2-fluoro-4-methoxyacetophenone), C[Mg]Cl (methylmagnesium chloride). The solvent is C1CCOC1 (THF), C1CCOC1 (THF), O1CCCC1 (tetrahydrofuran), C1CCOC1 (THF). Conditions: temperature 30 celsius, time 10 minute. The product is FC1=C(C=CC(=C1)OC)C(C)(C)O (2-(2-Fluoro-4-methoxyphenyl)propan-2-ol). Yield: 98.0%. As a reaction SMILES: [CH3:1][C:2]([C:4]1[CH:9]=[CH:8][C:7]([O:10][CH3:11])=[CH:6][C:5]=1[F:12])=[O:3].[CH3:13][Mg]Cl.C(O)(=O)C.O>O1CCCC1>[F:12][C:5]1[CH:6]=[C:7]([O:10][CH3:11])[CH:8]=[CH:9][C:4]=1[C:2]([OH:3])([CH3:13])[CH3:1]. Reported procedure: A solution of 2-fluoro-4-methoxyacetophenone (78.1 g, 460 mmol) in tetrahydrofuran (58.6 ml) was added to 3M methylmagnesium chloride solution in THF (199 ml, 598 mmol) at 20 to 35° C. under a nitrogen atmosphere over 30 min without cooling. Additional THF (19.53 ml) was used to rinse all starting material into the vessel. After complete addition, the mixture was stirred at 30° C. for 10 min., then was quenched into acetic acid (52.6 ml, 920 mmol) and water (273 ml) at 5-25° C. THF (20 ml) was u... Reactants: C(C)C1=CC=2[C@@H]3[C@@H](NC(C2C(=C1)OC)=O)CN(C3)C(=O)OC(C)(C)C ((3aR,9bS)-tert-butyl 8-ethyl-6-methoxy-5-oxo-3,3a,4,5-tetrahydro-1H-pyrrolo[3,4-c]isoquinoline-2(9bH)-carboxylate), C(C)C1=CC=2[C@H]3[C@H](NC(C2C(=C1)OC)=O)CN(C3)C(=O)OC(C)(C)C ((±)-trans-tert-Butyl 8-ethyl-6-methoxy-5-oxo-3,3a,4,5-tetrahydro-1H-pyrrolo[3,4-c]isoquinoline-2(9bH)-carboxylate), B(Br)(Br)Br (boron tribromide), solution, [OH-].[Na+] (sodium hydroxide), C(=O)(OC(C)(C)C)OC(=O)OC(C)(C)C (di-tert-butyl dicarbonate). Solvent: C(Cl)Cl (methylene chloride), C(Cl)Cl (methylene chloride), Cl (HCl). Conditions: time 8 hour. Yields the product C(C)C1=CC=2[C@@H]3[C@@H](NC(C2C(=C1)O)=O)CN(C3)C(=O)OC(C)(C)C ((3aR,9bS)-tert-Butyl 8-ethyl-6-hydroxy-5-oxo-3,3a,4,5-tetrahydro-1H-pyrrolo[3,4-c]isoquinoline-2(9bH)-carboxylate). Isolated yield 63.0%. As a reaction SMILES: [CH2:1]([C:3]1[CH:12]=[C:11]([O:13]C)[C:10]2[C:9](=[O:15])[NH:8][C@H:7]3[CH2:16][N:17]([C:19]([O:21][C:22]([CH3:25])([CH3:24])[CH3:23])=[O:20])[CH2:18][C@@H:6]3[C:5]=2[CH:4]=1)[CH3:2].C(C1C=C(OC)C2C(=O)N[C@@H]3CN(C(OC(C)(C)C)=O)C[C@H]3C=2C=1)C.B(Br)(Br)Br.[OH-].[Na+].C(OC(OC(C)(C)C)=O)(OC(C)(C)C)=O>C(Cl)Cl.Cl>[CH2:1]([C:3]1[CH:12]=[C:11]([OH:13])[C:10]2[C:9](=[O:15])[NH:8][C@H:7]3[CH2:16][N:17]([C:19]([O:21][C:22]([CH3:23])([CH3:25])[CH3:24])=[O:20])[CH2:18][C@@H:6]3[C:5]=2[CH:4]=1)[CH3:2] |f:3.4|. Reported procedure: To a solution of (3aR,9bS)-tert-butyl 8-ethyl-6-methoxy-5-oxo-3,3a,4,5-tetrahydro-1H-pyrrolo[3,4-c]isoquinoline-2(9bH)-carboxylate, the first eluting compound from Example 51, Part B (686 mg, 1.98 mmol) in 100 mL of methylene chloride was added boron tribromide (2.38 mL of a 1 M solution in methylene chloride, 2.38 mmol) dropwise at ambient temperature. The solution was allowed to stir for 8 h and then there was added 100 mL of 1 N sodium hydroxide followed by followed by di-tert-butyl dicarbona... Reactants: C=CCOc1ccc2[nH]c(C(=O)Nc3ccccc3NC(=O)OC(C)(C)C)cc2c1, CO, [Na+], O=C([O-])O, O, Cc1ccc(S(=O)(=O)O)cc1. Product: CC(C)(C)OC(=O)Nc1ccccc1NC(=O)c1cc2cc(O)ccc2[nH]1. As a reaction SMILES: [C:1]([CH3:2])([CH3:3])([CH3:4])[O:5][C:6]([NH:7][c:8]1[c:9]([NH:14][C:15](=[O:16])[c:17]2[nH:18][c:19]3[cH:20][cH:21][c:22]([O:26][CH2:27][CH:28]=[CH2:29])[cH:23][c:24]3[cH:25]2)[cH:10][cH:11][cH:12][cH:13]1)=[O:30].[CH3:48][OH:49].[Na+:47].[O-:43][C:44]([OH:45])=[O:46].[OH2:31].[c:32]1([CH3:33])[cH:34][cH:35][c:36]([S:37]([OH:38])(=[O:39])=[O:40])[cH:41][cH:42]1>>[C:1]([CH3:2])([CH3:3])([CH3:4])[O:5][C:6]([NH:7][c:8]1[c:9]([NH:14][C:15](=[O:16])[c:17]2[nH:18][c:19]3[cH:20][cH:21][c:22]([OH:26])[cH:23][c:24]3[cH:25]2)[cH:10][cH:11][cH:12][cH:13]1)=[O:30]. The reactants are CCOC(=O)C(C)c1c(SC)c2cc(F)ccc2n1Cc1ccc(Cl)cc1, C1CCOC1. The product is CSc1c(C(C)C(=O)O)n(Cc2ccc(Cl)cc2)c2ccc(F)cc12. Reaction SMILES: [Cl:1][c:2]1[cH:3][cH:4][c:5]([CH2:6][n:7]2[c:8]([CH:19]([C:20](=[O:21])[O:22][CH2:23][CH3:24])[CH3:25])[c:9]([S:17][CH3:18])[c:10]3[cH:11][c:12]([F:16])[cH:13][cH:14][c:15]23)[cH:26][cH:27]1.[O:28]1[CH2:29][CH2:30][CH2:31][CH2:32]1>>[Cl:1][c:2]1[cH:3][cH:4][c:5]([CH2:6][n:7]2[c:8]([CH:19]([C:20](=[O:21])[OH:22])[CH3:25])[c:9]([S:17][CH3:18])[c:10]3[cH:11][c:12]([F:16])[cH:13][cH:14][c:15]23)[cH:26][cH:27]1. The reactants are [Br-], CCCCCC, C[P+](c1ccccc1)(c1ccccc1)c1ccccc1, CS(C)=O, NC(=O)c1ccc2c(c1O)C13CCN(CC4CC4)C(C2)C1(O)CCC(=O)C3, Cl, [H-], [Na+]. The product is C=C1CCC2(O)C3Cc4ccc(C(N)=O)c(O)c4C2(CCN3CC2CC2)C1. Reaction SMILES: [Br-:37].[CH3:31][CH2:32][CH2:33][CH2:34][CH2:35][CH3:36].[CH3:38][P+:39]([c:40]1[cH:41][cH:42][cH:43][cH:44][cH:45]1)([c:46]1[cH:47][cH:48][cH:49][cH:50][cH:51]1)[c:52]1[cH:53][cH:54][cH:55][cH:56][cH:57]1.[CH3:58][S:59]([CH3:60])=[O:61].[CH:3]1([CH2:6][N:7]2[CH:8]3[C:9]4([OH:29])[CH2:10][CH2:11][C:12](=[O:28])[CH2:13][C:14]4([c:15]4[c:16]([OH:25])[c:17]([C:22](=[O:23])[NH2:24])[cH:18][cH:19][c:20]4[CH2:21]3)[CH2:26][CH2:27]2)[CH2:4][CH2:5]1.[ClH:30].[H-:1].[Na+:2]>>[CH:3]1([CH2:6][N:7]2[CH:8]3[C:9]4([OH:29])[CH2:10][CH2:11][C:12](=[CH2:31])[CH2:13][C:14]4([c:15]4[c:16]([OH:25])[c:17]([C:22](=[O:23])[NH2:24])[cH:18][cH:19][c:20]4[CH2:21]3)[CH2:26][CH2:27]2)[CH2:4][CH2:5]1. The reactants are O (Water), C(C)OCCCO (3-ethoxy-1-propanol), [H-].[Na+] (sodium hydride), ClC=1C(=NSN1)C=1C=NC=CC1 (3-(4-chloro-1,2,5-thiadiazol-3-yl)pyridine). The solvent is O1CCCC1 (tetrahydrofuran), O1CCCC1 (tetrahydrofuran). Run at time 2 hour. Yields the product C(C)OCCCOC=1C(=NSN1)C=1C=NC=CC1 (3-(4-(3-ethoxy-1-propoxy)-1,2,5-thiadiazol-3-yl) pyridine). As a reaction SMILES: [CH2:1]([O:3][CH2:4][CH2:5][CH2:6][OH:7])[CH3:2].[H-].[Na+].Cl[C:11]1[C:12]([C:16]2[CH:17]=[N:18][CH:19]=[CH:20][CH:21]=2)=[N:13][S:14][N:15]=1.O>O1CCCC1>[CH2:1]([O:3][CH2:4][CH2:5][CH2:6][O:7][C:11]1[C:12]([C:16]2[CH:17]=[N:18][CH:19]=[CH:20][CH:21]=2)=[N:13][S:14][N:15]=1)[CH3:2] |f:1.2|. Procedure: To a solution of 3-ethoxy-1-propanol (940 mg, 9 mmol) and sodium hydride (310 mg, 9 mmol) in dry tetrahydrofuran was added a solution of 3-(4-chloro-1,2,5-thiadiazol-3-yl)pyridine (590 mg, 3 mmol) in dry tetrahydrofuran. The reaction mixture was stirred at room temperature for 2 h. Water was added and the mixture was extracted with ether. The ether phase was dried and evaporated to give the title compound.